Dataset: the Open Reaction Database (ORD), a public repository of structured organic reaction records. Task: describe an organic reaction: reactants, conditions, products, and yield Reactants: S1CC(CC1)O (tetrahydrothiophene-3-ol), CC1=CC=C(C=C1)S(=O)(=O)Cl (4-methylphenylsulfonyl chloride), O (water), CC1=CC=C(C=C1)S(=O)(=O)Cl (4-methylphenylsulfonyl chloride). Run in N1=CC=CC=C1 (pyridine). Conditions: temperature 16 celsius, time 16 hour. Yields the product CC1=CC=C(C=C1)S(=O)(=O)OC1CSCC1 (3-Tetrahydrothienyl 4-methylphenylsulfonate). Isolated yield 50.6%. Reaction SMILES: [S:1]1[CH2:5][CH2:4][CH:3]([OH:6])[CH2:2]1.[CH3:7][C:8]1[CH:13]=[CH:12][C:11]([S:14](Cl)(=[O:16])=[O:15])=[CH:10][CH:9]=1.O>N1C=CC=CC=1>[CH3:7][C:8]1[CH:13]=[CH:12][C:11]([S:14]([O:6][CH:3]2[CH2:4][CH2:5][S:1][CH2:2]2)(=[O:16])=[O:15])=[CH:10][CH:9]=1. Procedure details: To a chilled solution of 1.12 g (0.0098 mole) of tetrahydrothiophene-3-ol in 15 mL of pyridine was added 1.91 g (0.01 mole) of 4-methylphenylsulfonyl chloride, and the reaction mixture was stirred in the cold, about 16° C., for 1 hour then placed in a cold refrigerator for 16 hours. The reaction mixture was allowed to warm to room temperature and was stirred for 1 hour. An additional 0.3 g (0.0016 mole) of 4-methylphenylsulfonyl chloride was added, and the reaction mixture was stirred at room te... The reactants are [C-]#N.[Na+] (sodium cyanide), O1C(CCCC1)OCC#CCCCCl (1-tetrahydropyranyloxy-6-chloro-hex-2-yne). Run in [Cl-].[Na+].O (brine), CS(=O)C (dimethyl sulphoxide). Reaction conditions: time 8 hour. Yields the product C(#N)CCCC#CCO (6-cyano-hex-2-yn-1-ol). Isolated yield 58.4%. As a reaction SMILES: [C-:1]#[N:2].[Na+].O1CCCCC1[O:10][CH2:11][C:12]#[C:13][CH2:14][CH2:15][CH2:16]Cl>CS(C)=O.[Cl-].[Na+].O>[C:1]([CH2:16][CH2:15][CH2:14][C:13]#[C:12][CH2:11][OH:10])#[N:2] |f:0.1,4.5.6|. Procedure: To a stirred slurry of sodium cyanide (15 g, 306 mmol) in dimethyl sulphoxide (100 ml) preheated to 85° C., was added 1-tetrahydropyranyloxy-6-chloro-hex-2-yne (66.2 g, 306 mmol) at such a rate as to keep the temperature between 85° C. and 100° C. One hour after the addition was completed, the cooled mixture was slowly added to brine (600 ml) and extracted with ether (3×200 ml). The combined ether extracts were washed with further brine (200 ml) and dried over sodium sulphate. After removal of t... Starting materials: FC(COC1=C(C=O)C=CC(=C1)[N+](=O)[O-])(F)F (2-(2,2,2-trifluoroethoxy)-4-nitrobenzaldehyde), O (water), BrC1=NC=CC=C1 (2-bromopyridine), CCCCCC.C(CCC)[Li] (n-butyllithium hexane). Run in O1CCCC1 (tetrahydrofuran), C(C)OCC (diethylether). Run at temperature -78 celsius, time 30 minute. Product: [N+](=O)([O-])C1=CC(=C(C=C1)C(O)C1=NC=CC=C1)OCC(F)(F)F ([4-nitro-2-(2,2,2-trifluoroethoxy)phenyl](pyridin-2-yl)methanol). As a reaction SMILES: Br[C:2]1[CH:7]=[CH:6][CH:5]=[CH:4][N:3]=1.CCCCCC.C([Li])CCC.[F:19][C:20]([F:35])([F:34])[CH2:21][O:22][C:23]1[CH:30]=[C:29]([N+:31]([O-:33])=[O:32])[CH:28]=[CH:27][C:24]=1[CH:25]=[O:26].O>C(OCC)C.O1CCCC1>[N+:31]([C:29]1[CH:28]=[CH:27][C:24]([CH:25]([C:2]2[CH:7]=[CH:6][CH:5]=[CH:4][N:3]=2)[OH:26])=[C:23]([O:22][CH2:21][C:20]([F:19])([F:34])[F:35])[CH:30]=1)([O-:33])=[O:32] |f:1.2|. Procedure details: 2-bromopyridine (2.8 ml) was dissolved in diethylether (80 ml), and the mixture was cooled to −78° C. under argon atmosphere. 1.6M n-butyllithium hexane solution (18 ml) was added dropwise to the solution, and the mixture was stirred for 30 minutes. The reaction solution was added dropwise to a solution of 2-(2,2,2-trifluoroethoxy)-4-nitrobenzaldehyde (6 g) in tetrahydrofuran (100 ml) under argon atmosphere at −78° C. The mixture was allowed to be at room temperature and stirred overnight, and w... Isolated yield 89.9%. Reaction SMILES: [Cl:1][C:2]1[CH:7]=[CH:6][C:5]([N:8]2[C:16](=[O:17])[C:15]3[CH2:14][CH2:13][CH2:12][CH2:11][C:10]=3[C:9]2=[O:18])=[C:4]([F:19])[CH:3]=1.[BH4-].[Na+].C(O)(=O)C>C(O)C>[Cl:1][C:2]1[CH:7]=[CH:6][C:5]([N:8]2[CH:16]([OH:17])[C:15]3[CH2:14][CH2:13][CH2:12][CH2:11][C:10]=3[C:9]2=[O:18])=[C:4]([F:19])[CH:3]=1 |f:1.2|. Yields the product ClC1=CC(=C(C=C1)N1C(C=2CCCCC2C1O)=O)F (2-(4-Chloro-2-fluorophenyl)-3-hydroxy-2,3,4,5,6,7-hexahydro-1H-isoindol-1-one). Procedure details: In 400 ml of ethanol was dissolved 40.0 g of 2-(4-chloro-2-fluorophenyl)-2,3,4,5,6,7-hexahydro-1H-isoindol-1,3-dione, and 2.4 g of sodium borohydride was added to the solution with stirring over a 30-minute period, while cooling was effected suitably to maintain the reaction temperature at 20° to 30° C. After stirring was continued at room temperature for one hour, the reaction mixture was neutralized with dilute acetic acid and concentrated to about one third of the original volume. Upon coolin... The reactants are ClC1=CC(=C(C=C1)N1C(C=2CCCCC2C1=O)=O)F (2-(4-chloro-2-fluorophenyl)-2,3,4,5,6,7-hexahydro-1H-isoindol-1,3-dione), [BH4-].[Na+] (sodium borohydride), C(C)(=O)O (acetic acid). Conditions: time 1 hour. Run in C(C)O (ethanol). Reactants: NC(CO)(CO)CO, NCCCC(N)C(=O)O. The product is NCCCCC(N)C(=O)O. As a reaction SMILES: [NH2:1][C:2]([CH2:3][OH:4])([CH2:5][OH:6])[CH2:7][OH:8].[NH2:9][CH2:10][CH2:11][CH2:12][CH:13]([NH2:14])[C:15]([OH:16])=[O:17]>>[NH2:1][CH2:2][CH2:10][CH2:11][CH2:12][CH:13]([NH2:14])[C:15]([OH:16])=[O:17]. As a reaction SMILES: [CH2:37]([Cl:38])[CH2:39][Cl:40].[CH2:41]([CH3:42])[N:43]([CH2:44][CH2:45][NH2:46])[CH2:47][CH3:48].[CH3:54][CH2:55][O:56][C:57]([CH3:58])=[O:59].[NH2:1][c:2]1[c:3]([O:17][CH2:18][c:19]2[c:20]([Cl:26])[cH:21][cH:22][cH:23][c:24]2[Cl:25])[cH:4][c:5](-[c:8]2[cH:9][cH:10][c:11]([C:12](=[O:13])[OH:14])[cH:15][cH:16]2)[cH:6][n:7]1.[O:49]=[CH:50][N:51]([CH3:52])[CH3:53].[OH:27][n:28]1[c:29]2[c:30]([cH:31][cH:32][cH:33][cH:34]2)[n:35][n:36]1>>[NH2:1][c:2]1[c:3]([O:17][CH2:18][c:19]2[c:20]([Cl:26])[cH:21][cH:22][cH:23][c:24]2[Cl:25])[cH:4][c:5](-[c:8]2[cH:9][cH:10][c:11]([C:12](=[O:14])[NH:46][CH2:45][CH2:44][N:43]([CH2:41][CH3:42])[CH2:47][CH3:48])[cH:15][cH:16]2)[cH:6][n:7]1. The reactants are ClCCCl, CCN(CC)CCN, CCOC(C)=O, Nc1ncc(-c2ccc(C(=O)O)cc2)cc1OCc1c(Cl)cccc1Cl, CN(C)C=O, On1nnc2ccccc21. The product is CCN(CC)CCNC(=O)c1ccc(-c2cnc(N)c(OCc3c(Cl)cccc3Cl)c2)cc1. The reactants are C(C)OC(OCC)=O (Diethylcarbonate), [O-]CC.[Na+] (sodium ethoxide), [Na] (sodium), C(C)(=O)O.ClC1=C(C=CC=C1)C=1C=C(NN1)NC(C)=N (N-[5-(2-chlorophenyl)-2H-pyrazol-3-yl]-acetamidine, acetate salt). Reaction SMILES: [O-]CC.[Na+].[Na].[C:6]([OH:9])(=O)C.[Cl:10][C:11]1[CH:16]=[CH:15][CH:14]=[CH:13][C:12]=1[C:17]1[CH:18]=[C:19]([NH:22][C:23](=[NH:25])[CH3:24])[NH:20][N:21]=1.C(OC(=O)OCC)C>C(O)C>[Cl:10][C:11]1[CH:16]=[CH:15][CH:14]=[CH:13][C:12]=1[C:17]1[CH:18]=[C:19]2[N:22]=[C:23]([CH3:24])[NH:25][C:6](=[O:9])[N:20]2[N:21]=1 |f:0.1,3.4,^1:4|. Isolated yield 84.3%. Reported procedure: To an ethanolic solution of sodium ethoxide, generated by portionwise addition of sodium metal (10.5 g, 455 mmol) to stirred ethanol (450 ml), was added N-[5-(2-chlorophenyl)-2H-pyrazol-3-yl]-acetamidine, acetate salt (I-1A-1b; 13.4 g, 45.5 mmol) in one portion. Diethylcarbonate (44.1 ml, 364 mmol) was added, dropwise, and the mixture was heated to reflux, overnight. After cooling to room temperature, the reaction was concentrated, in vacuo, and then extracted with ethyl acetate from water, adju... Yields the product ClC1=C(C=CC=C1)C1=NN2C(N=C(NC2=O)C)=C1 (7-(2-Chlorophenyl)-2-methyl-3H-pyrazolo[1,5-a][1,3,5]triazin-4-one). Solvent: C(C)O (ethanol). Reactants: CC(C)(C)ON=O, CC#N, [Cl-], COC(=O)c1ccc(-n2ncc(C(=O)NC3CCCCC3)c2N)cc1, O. Product: COC(=O)c1ccc(-n2ncc(C(=O)NC3CCCCC3)c2Cl)cc1. As a reaction SMILES: [C:1]([O:2][N:3]=[O:4])([CH3:5])([CH3:6])[CH3:7].[CH3:9][C:10]#[N:11].[Cl-:8].[NH2:12][c:13]1[c:14]([C:28]([NH:29][CH:30]2[CH2:31][CH2:32][CH2:33][CH2:34][CH2:35]2)=[O:36])[cH:15][n:16][n:17]1-[c:18]1[cH:19][cH:20][c:21]([C:22](=[O:23])[O:24][CH3:25])[cH:26][cH:27]1.[OH2:37]>>[Cl:8][c:13]1[c:14]([C:28]([NH:29][CH:30]2[CH2:31][CH2:32][CH2:33][CH2:34][CH2:35]2)=[O:36])[cH:15][n:16][n:17]1-[c:18]1[cH:19][cH:20][c:21]([C:22](=[O:23])[O:24][CH3:25])[cH:26][cH:27]1. Run at temperature -78 celsius, time 15 minute. Product: EtOAc hexanes, COC(C(=O)C=1C=CC=C2C=CN(C12)C)=O ((1-Methyl-1H-indol-7-yl)-oxo-acetic acid methyl ester). Procedure: A solution of 1-methyl-7-bromoindole (1.53 g, 7.29 mmol) in THF (50 mL) was cooled to −78° C. and a 1.7 M solution of tBuLi in pentanes (10 mL, 17 mmol) added dropwise over 10 min. After 15 min, the resultant bright yellow suspension was transferred over 15 min via a cannula cooled with dry ice to a solution of dimethyl oxalate (2.13 g., 18.1 mmol) in THF (40 mL) maintained at −78° C. After 15 min, the mixture was allowed to warm to room temperature and stirred 4 h. The cloudy yellow mixture was... Starting materials: C(=O)=O (dry ice), C(C(=O)OC)(=O)OC (dimethyl oxalate), solution, [Li]C(C)(C)C (tBuLi), pentanes, CN1C=CC2=CC=CC(=C12)Br (1-methyl-7-bromoindole). Solvent: C1CCOC1 (THF), CCOC(=O)C (EtOAc), C1CCOC1 (THF). As a reaction SMILES: [CH3:1][N:2]1[C:10]2[C:5](=[CH:6][CH:7]=[CH:8][C:9]=2Br)[CH:4]=[CH:3]1.[Li]C(C)(C)C.C(=O)=O.[C:20](OC)(=[O:25])[C:21]([O:23][CH3:24])=[O:22]>C1COCC1.CCOC(C)=O>[CH3:24][O:23][C:21](=[O:22])[C:20]([C:9]1[CH:8]=[CH:7][CH:6]=[C:5]2[C:10]=1[N:2]([CH3:1])[CH:3]=[CH:4]2)=[O:25]. Isolated yield 56.6%. Reactants: C1(=CC=C(C=C1)S(=O)(=O)O)C (p-toluene sulfonic acid), C(=O)(O)[O-].[Na+] (NaHCO3), COC(C1=CC(=C(C=C1)OC)N)=O (3-amino-4-methoxy benzoic acid methyl ester), FC1=CC=C(C#N)C=C1 (4-fluorobenzonitrile). Run at temperature 160 celsius, time 8 hour. The product is COC(C1=CC(=C(C=C1)OC)NC(C1=CC=C(C=C1)F)=N)=O (3-[(4-fluoro-benzimidoyl)-amino]-4-methoxy-benzoic acid methyl ester). The yield is 68.0%. Reaction SMILES: C1(C)C=CC(S(O)(=O)=O)=CC=1.[CH3:12][O:13][C:14](=[O:24])[C:15]1[CH:20]=[CH:19][C:18]([O:21][CH3:22])=[C:17]([NH2:23])[CH:16]=1.[F:25][C:26]1[CH:33]=[CH:32][C:29]([C:30]#[N:31])=[CH:28][CH:27]=1.C([O-])(O)=O.[Na+]>>[CH3:12][O:13][C:14](=[O:24])[C:15]1[CH:20]=[CH:19][C:18]([O:21][CH3:22])=[C:17]([NH:23][C:30](=[NH:31])[C:29]2[CH:32]=[CH:33][C:26]([F:25])=[CH:27][CH:28]=2)[CH:16]=1 |f:3.4|. Reported procedure: Anhydrous p-toluene sulfonic acid (41.99 g, 220.76 mmol) was melted at 120° C. and 3-amino-4-methoxy benzoic acid methyl ester (20 g, 110.38 mmol) obtained in step 1 of Preparation Example 1 and 4-fluorobenzonitrile (20.00 g, 165.57 mol) were added thereto and stirred at 160° C. for 8 hours. The resulting solution was cooled to room temperature and the reaction was stopped by adding NaHCO3 thereto. The resulting mixture was extracted with ethyl acetate, the extract was dried over MgSO4 and conce...